From a dataset of the Open Reaction Database (ORD), a public repository of structured organic reaction records. describe an organic reaction: reactants, conditions, products, and yield Reactants: CC1=NCCC2=C1SC=C2 (7-methyl-4,5-dihydro-thieno[2,3-c]pyridine), CI (methyl iodide). Solvent: C(C)(=O)OCC (ethyl acetate). Product: [I-].C[N+]1=C(C2=C(CC1)C=CS2)C (6,7-Dimethyl-4,5-dihydro-thieno[2,3-c]pyridinium iodide). As a reaction SMILES: [CH3:1][C:2]1[C:7]2[S:8][CH:9]=[CH:10][C:6]=2[CH2:5][CH2:4][N:3]=1.[CH3:11][I:12]>C(OCC)(=O)C>[I-:12].[CH3:11][N+:3]1[CH2:4][CH2:5][C:6]2[CH:10]=[CH:9][S:8][C:7]=2[C:2]=1[CH3:1] |f:3.4|. Procedure: A mixture of 4.64 g (31 mmol) 7-methyl-4,5-dihydro-thieno[2,3-c]pyridine (prepared analogously to J.Am.Chem.Soc., 1951, 1257), 8.0 ml (128 mmol) methyl iodide and 20 ml of ethyl acetate is stirred for 15 min. The precipitate formed is suction filtered, washed with ethyl acetate and dried in vacuo. The reactants are CCCCC1CCC(C(=O)OCC)CC1, CCO, [Na], O. Product: CCCCC1CCC(C(=O)O)CC1. Reaction SMILES: [CH2:2]([CH2:3][CH2:4][CH3:5])[CH:6]1[CH2:7][CH2:8][CH:9]([C:12](=[O:13])[O:14][CH2:15][CH3:16])[CH2:10][CH2:11]1.[CH3:18][CH2:19][OH:20].[Na:1].[OH2:17]>>[CH2:2]([CH2:3][CH2:4][CH3:5])[CH:6]1[CH2:7][CH2:8][CH:9]([C:12](=[O:13])[OH:14])[CH2:10][CH2:11]1. Reactants: O (water), C(C1=CC=CC=C1)OC=1C=NC(=NC1)C1=CC=C(C=C1)O (5-Benzyloxy-2-(4-hydroxyphenyl)pyrimidine), C(CCCCCCC)Br (octylbromide), [H-].[Na+] (sodium hydride). The solvent is CN(C=O)C (N,N-dimethylformamide). Conditions: temperature 100 celsius, time 15 minute. Yields the product OC=1C=NC(=NC1)C1=CC=C(C=C1)OCCCCCCCC (5-hydroxy-2-(4-(octyloxy)phenyl)pyrimidine). The yield is 74.9%. As a reaction SMILES: C([O:8][C:9]1[CH:10]=[N:11][C:12]([C:15]2[CH:20]=[CH:19][C:18]([OH:21])=[CH:17][CH:16]=2)=[N:13][CH:14]=1)C1C=CC=CC=1.[H-].[Na+].[CH2:24](Br)[CH2:25][CH2:26][CH2:27][CH2:28][CH2:29][CH2:30][CH3:31].O>CN(C)C=O>[OH:8][C:9]1[CH:14]=[N:13][C:12]([C:15]2[CH:16]=[CH:17][C:18]([O:21][CH2:24][CH2:25][CH2:26][CH2:27][CH2:28][CH2:29][CH2:30][CH3:31])=[CH:19][CH:20]=2)=[N:11][CH:10]=1 |f:1.2|. Procedure details: 5-Benzyloxy-2-(4-hydroxyphenyl)pyrimidine (2 g, 0.0072 moles, Example 30) was dissolved in 15 ml of N,N-dimethylformamide in a 50 ml flask and 0.2 g of dry sodium hydride was added. After stirring the mixture for 15 minutes, 1.39 g (0.0072 moles) of octylbromide was added and the mixture was heated to 100° C. for 2 hours. Upon cooling to room temperature, 15 ml of water was added. The resulting solid was collected by filtration and the solid was then slurried in boiling methanol, cooled to room ... Starting materials: B(Br)(Br)Br (BBr3), COC=1C=C2C=CC(=C(C2=CC1)OC1=CC=C(OCCN2CCCCC2)C=C1)C1=CC=C(C=C1)S(=O)(=O)C(F)(F)F (1-(2-{4-[6-Methoxy-2-(4-trifluoromethanesulfonyl-phenyl)-naphthalen-1-yloxy]-phenoxy}-ethyl)-piperidine), Cl (HCl), CCOCC (ether), C([O-])(O)=O.[Na+] (sodium bicarbonate). The solvent is ClCCl (dichloromethane). Run at temperature 0 celsius, time 1 minute. The product is N1(CCCCC1)CCOC1=CC=C(OC2=C3C=CC(=CC3=CC=C2C2=CC=C(C=C2)S(=O)(=O)C(F)(F)F)O)C=C1 (5-[4-(2-Piperidin-1-yl-ethoxy)-phenoxy]-6-(4-trifluoromethanesulfonyl-phenyl)-naphthalen-2-ol). Yield: 81.6%. RXN SMILES: C[O:2][C:3]1[CH:4]=[C:5]2[C:10](=[CH:11][CH:12]=1)[C:9]([O:13][C:14]1[CH:28]=[CH:27][C:17]([O:18][CH2:19][CH2:20][N:21]3[CH2:26][CH2:25][CH2:24][CH2:23][CH2:22]3)=[CH:16][CH:15]=1)=[C:8]([C:29]1[CH:34]=[CH:33][C:32]([S:35]([C:38]([F:41])([F:40])[F:39])(=[O:37])=[O:36])=[CH:31][CH:30]=1)[CH:7]=[CH:6]2.Cl.CCOCC.B(Br)(Br)Br.C(=O)(O)[O-].[Na+]>ClCCl>[N:21]1([CH2:20][CH2:19][O:18][C:17]2[CH:27]=[CH:28][C:14]([O:13][C:9]3[C:8]([C:29]4[CH:34]=[CH:33][C:32]([S:35]([C:38]([F:39])([F:40])[F:41])(=[O:36])=[O:37])=[CH:31][CH:30]=4)=[CH:7][CH:6]=[C:5]4[C:10]=3[CH:11]=[CH:12][C:3]([OH:2])=[CH:4]4)=[CH:15][CH:16]=2)[CH2:26][CH2:25][CH2:24][CH2:23][CH2:22]1 |f:4.5|. Procedure details: Dissolve the compound of Example 19 (250 mg, 0.42 mmol) in dichloromethane (5 mL). Add 2M HCl in ether (0.42 mL, 0.84 mmol) and stir for 1 minute. Remove the solvent in vacuo and place on a high vacuum pump for 10 minutes. Dissolve the foam in dry dichloromethane (5 mL), cool to 0° C. and add BBr3 (0.20 mL, 2.1 mmol), dropwise. After 25 minutes, slowly pour into saturated aqueous sodium bicarbonate (10 mL) and extract with dichloromethane (2×10 mL). Dry the combined organic layers with sodium su... Reactants: NC=1C=C(C=CC1)O (3-aminophenol), OC=C1C(NC2=CC=C(C=C12)C(=O)C1=CC=C(C=C1)NC(=O)C=1N(N=C(C1)C)CC)=O (2-Ethyl-5-methyl-2H-pyrazole-3-carboxylic acid [4-(3-hydroxymethylene-2-oxo-2,3-dihydro-1H-indole-5-carbonyl)-phenyl]-amide). The solvent is C1CCOC1 (THF), Hexanes. Run at temperature 65 celsius, time 24 hour. Product: OC=1C=C(C=CC1)NC=C1C(NC2=CC=C(C=C12)C(=O)C1=CC=C(C=C1)NC(=O)C=1N(N=C(C1)C)CC)=O (2-Ethyl-5-methyl-2H-pyrazole-3-carboxylic acid (4-{3-[(3-hydroxy-phenylamino)-methylene]-2-oxo-2,3-dihydro-1H-indole-5-carbonyl}-phenyl)-amide). Isolated yield 24.6%. As a reaction SMILES: O[CH:2]=[C:3]1[C:11]2[C:6](=[CH:7][CH:8]=[C:9]([C:12]([C:14]3[CH:19]=[CH:18][C:17]([NH:20][C:21]([C:23]4[N:24]([CH2:29][CH3:30])[N:25]=[C:26]([CH3:28])[CH:27]=4)=[O:22])=[CH:16][CH:15]=3)=[O:13])[CH:10]=2)[NH:5][C:4]1=[O:31].[NH2:32][C:33]1[CH:34]=[C:35]([OH:39])[CH:36]=[CH:37][CH:38]=1>C1COCC1>[OH:39][C:35]1[CH:34]=[C:33]([NH:32][CH:2]=[C:3]2[C:11]3[C:6](=[CH:7][CH:8]=[C:9]([C:12]([C:14]4[CH:19]=[CH:18][C:17]([NH:20][C:21]([C:23]5[N:24]([CH2:29][CH3:30])[N:25]=[C:26]([CH3:28])[CH:27]=5)=[O:22])=[CH:16][CH:15]=4)=[O:13])[CH:10]=3)[NH:5][C:4]2=[O:31])[CH:38]=[CH:37][CH:36]=1. Procedure: A small screw cap test tube was charged with 2-Ethyl-5-methyl-2H-pyrazole-3-carboxylic acid [4-(3-hydroxymethylene-2-oxo-2,3-dihydro-1H-indole-5-carbonyl)-phenyl]-amide (as prepared in Example 7, 70 mg, 0.168 mmol) and THF (2 mL). To the resulting solution was added 3-aminophenol (20.2 mg, 0.184 mmol), and the mixture was stirred for 24 h at 65° C. Subsequently, the reaction mixture was cooled to room temperature. Hexanes were added to the reaction mixture. The solid precipitate that formed was ...